This data is from the Open Reaction Database (ORD), a public repository of structured organic reaction records. The task is: describe an organic reaction: reactants, conditions, products, and yield The reactants are C[Si](C)(C)[N-][Si](C)(C)C.[Na+] (NaHMDS), [Li+].[Cl-] (LiCl), BrC=1C(=C(C=C(C1)C(F)F)NC(OC(C)(C)C)=O)Cl (tert-Butyl (3-bromo-2-chloro-5-(difluoromethyl)phenyl)carbamate), COC1=CC=C(CCl)C=C1 (4-methoxybenzyl chloride). The solvent is CN(C)C=O (DMF), CCOC(=O)C (EtOAc). Run at time 8 hour. The product is BrC=1C(=C(C=C(C1)C(F)F)N(C(OC(C)(C)C)=O)CC1=CC=C(C=C1)OC)Cl (tert-butyl (3-bromo-2-chloro-5-(difluoromethyl)phenyl)(4-methoxybenzyl)carbamate). The yield is 94.2%. As a reaction SMILES: [Br:1][C:2]1[C:3]([Cl:19])=[C:4]([NH:11][C:12](=[O:18])[O:13][C:14]([CH3:17])([CH3:16])[CH3:15])[CH:5]=[C:6]([CH:8]([F:10])[F:9])[CH:7]=1.C[Si]([N-][Si](C)(C)C)(C)C.[Na+].[CH3:30][O:31][C:32]1[CH:39]=[CH:38][C:35]([CH2:36]Cl)=[CH:34][CH:33]=1.[Li+].[Cl-]>CN(C=O)C.CCOC(C)=O>[Br:1][C:2]1[C:3]([Cl:19])=[C:4]([N:11]([CH2:36][C:35]2[CH:38]=[CH:39][C:32]([O:31][CH3:30])=[CH:33][CH:34]=2)[C:12](=[O:18])[O:13][C:14]([CH3:15])([CH3:16])[CH3:17])[CH:5]=[C:6]([CH:8]([F:10])[F:9])[CH:7]=1 |f:1.2,4.5|. Procedure details: tert-Butyl (3-bromo-2-chloro-5-(difluoromethyl)phenyl)carbamate (1.82 g, 5.10 mmol) was dissolved in DMF (11.1 mL) at room temperature. NaHMDS (6.12 mL, 6.12 mmol) was added dropwise and the reaction was stirred for 30 minutes before the addition of 4-methoxybenzyl chloride (0.904 mL, 6.64 mmol) and stirring overnight. The reaction mixture was diluted with EtOAc causing a ppt to form. 10% aq. LiCl solution was added and the two layers became clear with stirring. The mixture was poured into a sep... Solvent: C1CCOC1 (THF). The reactants are C(C)OC(C(C(C1=CC=C(C=C1)OCC1=CC(=NC2=CC=CC=C12)C)O)(C)C)=O (3-Hydroxy-2,2-dimethyl-3-[4-(2-methyl-quinolin-4-ylmethoxy)-phenyl]-propionic acid ethyl ester), [OH-].[K+].NO.CO (KOH NH2OH MeOH), C(=O)(C(F)(F)F)O (TFA). Isolated yield 54.0%. Yields the product C(=O)(C(F)(F)F)O (TFA), OC(C(C(=O)NO)(C)C)C1=CC=C(C=C1)OCC1=CC(=NC2=CC=CC=C12)C (3,N-Dihydroxy-2,2-dimethyl-3-[4-(2-methyl-quinolin-4-ylmethoxy)-phenyl]-propionamide). Procedure details: A solution of 3-Hydroxy-2,2-dimethyl-3-[4-(2-methyl-quinolin-4-ylmethoxy)-phenyl]-propionic acid ethyl ester (0.10 g, 0.25 mmol) in THF (1 mL) was treated with a solution of KOH/NH2OH/MeOH (3 mL) under nitrogen at room temperature. The reaction was stirred for 1.5 h, acidified with TFA and concentrated. The product was purified by HPLC on a C-18 column eluting with an acetonitrile:water:TFA gradient to give the title compound (0.51 g, 54%) as a white solid. MS found: (M+H)+=381. Run at time 1.5 hour. RXN SMILES: C(O[C:4](=[O:29])[C:5]([CH3:28])([CH3:27])[CH:6]([OH:26])[C:7]1[CH:12]=[CH:11][C:10]([O:13][CH2:14][C:15]2[C:24]3[C:19](=[CH:20][CH:21]=[CH:22][CH:23]=3)[N:18]=[C:17]([CH3:25])[CH:16]=2)=[CH:9][CH:8]=1)C.[OH-:30].[K+].[NH2:32]O.CO.[C:36]([OH:42])([C:38]([F:41])([F:40])[F:39])=[O:37]>C1COCC1>[C:36]([OH:42])([C:38]([F:41])([F:40])[F:39])=[O:37].[OH:26][CH:6]([C:7]1[CH:12]=[CH:11][C:10]([O:13][CH2:14][C:15]2[C:24]3[C:19](=[CH:20][CH:21]=[CH:22][CH:23]=3)[N:18]=[C:17]([CH3:25])[CH:16]=2)=[CH:9][CH:8]=1)[C:5]([CH3:27])([CH3:28])[C:4]([NH:32][OH:30])=[O:29] |f:1.2.3.4|. Starting materials: OCC1=CC=2C=C3N(C2C=C1S(=O)(=O)C)CCN(C3C(C)C)C3=NC=C(C(=N3)C(F)(F)F)C(C)=O (1-(2-(8-(hydroxymethyl)-1-isopropyl-7-(methylsulfonyl)-3,4-dihydropyrazino[1,2-a]indol-2(1H)-yl)-4-(trifluoromethyl)pyrimidin-5-yl)ethanone), N1=CC=CC=C1 (pyridine), C(=O)(C)Cl (AcCl). Run in C(Cl)Cl (CH2Cl2). Run at time 10 hour. Product: C(C)(=O)OCC1=CC=2C=C3N(C2C=C1S(=O)(=O)C)CCN(C3C(C)C)C3=NC=C(C(=N3)C(F)(F)F)C(C)=O ((2-(5-acetyl-4-(trifluoromethyl)pyrimidin-2-yl)-1-isopropyl-7-(methylsulfonyl)-1,2,3,4-tetrahydropyrazino[1,2-a]indol-8-yl)methyl acetate). Reaction SMILES: [OH:1][CH2:2][C:3]1[C:11]([S:12]([CH3:15])(=[O:14])=[O:13])=[CH:10][C:9]2[N:8]3[CH2:16][CH2:17][N:18]([C:23]4[N:28]=[C:27]([C:29]([F:32])([F:31])[F:30])[C:26]([C:33](=[O:35])[CH3:34])=[CH:25][N:24]=4)[CH:19]([CH:20]([CH3:22])[CH3:21])[C:7]3=[CH:6][C:5]=2[CH:4]=1.N1C=CC=CC=1.[C:42](Cl)([CH3:44])=[O:43]>C(Cl)Cl>[C:42]([O:1][CH2:2][C:3]1[C:11]([S:12]([CH3:15])(=[O:13])=[O:14])=[CH:10][C:9]2[N:8]3[CH2:16][CH2:17][N:18]([C:23]4[N:28]=[C:27]([C:29]([F:30])([F:32])[F:31])[C:26]([C:33](=[O:35])[CH3:34])=[CH:25][N:24]=4)[CH:19]([CH:20]([CH3:22])[CH3:21])[C:7]3=[CH:6][C:5]=2[CH:4]=1)(=[O:43])[CH3:44]. Procedure: To a solution of 1-(2-(8-(hydroxymethyl)-1-isopropyl-7-(methylsulfonyl)-3,4-dihydropyrazino[1,2-a]indol-2(1H)-yl)-4-(trifluoromethyl)pyrimidin-5-yl)ethanone (132 mg, 0.26 mmol) in CH2Cl2 (5 mL) was added pyridine (1 mL) and AcCl (130 μL, 1.3 mmol). The mixture was stirred at rt for 10 h. The reaction was quenched with water (5 mL). The aqueous layer was extracted with CH2Cl2 (3×10 mL). The combined organic layers were washed with brine, and then dried over anhydrous Na2SO4. The mixture was filte... Starting materials: C=C(c1ccc(OCc2ccccc2)cc1)[Sn](CCCC)(CCCC)CCCC, [Cs+], [Cu]I, [F-], Fc1cc(C2OCCCO2)ccc1-c1nc2ccc(Cl)nc2s1, CN(C)C=O, [Pd], c1ccc(P(c2ccccc2)c2ccccc2)cc1, c1ccc(P(c2ccccc2)c2ccccc2)cc1, c1ccc(P(c2ccccc2)c2ccccc2)cc1, c1ccc(P(c2ccccc2)c2ccccc2)cc1. Yields the product C=C(c1ccc(OCc2ccccc2)cc1)c1ccc2nc(-c3ccc(C4OCCCO4)cc3F)sc2n1. Reaction SMILES: [CH2:26]([c:27]1[cH:28][cH:29][cH:30][cH:31][cH:32]1)[O:33][c:34]1[cH:35][cH:36][c:37]([C:40](=[CH2:41])[Sn:42]([CH2:43][CH2:44][CH2:45][CH3:46])([CH2:47][CH2:48][CH2:49][CH3:50])[CH2:51][CH2:52][CH2:53][CH3:54])[cH:38][cH:39]1.[Cs+:2].[Cu:60][I:61].[F-:1].[O:3]1[CH:4]([c:9]2[cH:10][c:11]([F:25])[c:12](-[c:15]3[s:16][c:17]4[n:18][c:19]([Cl:24])[cH:20][cH:21][c:22]4[n:23]3)[cH:13][cH:14]2)[O:5][CH2:6][CH2:7][CH2:8]1.[O:55]=[CH:56][N:57]([CH3:58])[CH3:59].[Pd:62].[c:101]1([P:102]([c:103]2[cH:104][cH:105][cH:106][cH:107][cH:108]2)[c:109]2[cH:110][cH:111][cH:112][cH:113][cH:114]2)[cH:115][cH:116][cH:117][cH:118][cH:119]1.[c:120]1([P:121]([c:122]2[cH:123][cH:124][cH:125][cH:126][cH:127]2)[c:128]2[cH:129][cH:130][cH:131][cH:132][cH:133]2)[cH:134][cH:135][cH:136][cH:137][cH:138]1.[c:63]1([P:64]([c:65]2[cH:66][cH:67][cH:68][cH:69][cH:70]2)[c:71]2[cH:72][cH:73][cH:74][cH:75][cH:76]2)[cH:77][cH:78][cH:79][cH:80][cH:81]1.[c:82]1([P:83]([c:84]2[cH:85][cH:86][cH:87][cH:88][cH:89]2)[c:90]2[cH:91][cH:92][cH:93][cH:94][cH:95]2)[cH:96][cH:97][cH:98][cH:99][cH:100]1>>[O:3]1[CH:4]([c:9]2[cH:10][c:11]([F:25])[c:12](-[c:15]3[s:16][c:17]4[n:18][c:19]([C:40]([c:37]5[cH:36][cH:35][c:34]([O:33][CH2:26][c:27]6[cH:28][cH:29][cH:30][cH:31][cH:32]6)[cH:39][cH:38]5)=[CH2:41])[cH:20][cH:21][c:22]4[n:23]3)[cH:13][cH:14]2)[O:5][CH2:6][CH2:7][CH2:8]1. The reactants are BrCCCCBr, COc1ccc(-c2sc3cc(OC)ccc3c2-c2cccc(O)c2)cc1, CCC(C)=O. The product is COc1ccc(-c2sc3cc(OC)ccc3c2-c2cccc(CCCCBr)c2)cc1. RXN SMILES: [Br:27][CH2:28][CH2:29][CH2:30][CH2:31][Br:32].[CH3:1][O:2][c:3]1[cH:4][cH:5][c:6](-[c:9]2[c:10](-[c:20]3[cH:21][c:22]([OH:26])[cH:23][cH:24][cH:25]3)[c:11]3[c:12]([s:13]2)[cH:14][c:15]([O:18][CH3:19])[cH:16][cH:17]3)[cH:7][cH:8]1.[CH3:33][C:34](=[O:35])[CH2:36][CH3:37]>>[CH3:1][O:2][c:3]1[cH:4][cH:5][c:6](-[c:9]2[c:10](-[c:20]3[cH:21][c:22]([CH2:31][CH2:30][CH2:29][CH2:28][Br:27])[cH:23][cH:24][cH:25]3)[c:11]3[c:12]([s:13]2)[cH:14][c:15]([O:18][CH3:19])[cH:16][cH:17]3)[cH:7][cH:8]1. Reactants: [Cl-].[Na+] (sodium chloride), N1=CC=CC=C1 (pyridine), ClC(=O)OC1=CC=CC=C1 (phenyl chloroformate), Cl.NC=1C=C(C=CC1)N1N=NN=C1S (1-(3-aminophenyl)- 5-mercaptotetrazole hydrochloride). Solvent: CN(C=O)C (N,N-dimethylformamide). The product is O(C1=CC=CC=C1)C(=O)NC=1C=C(C=CC1)N1N=NN=C1S (1-(3-phenoxycarbonylaminophenyl)-5-mercaptotetrazole). The yield is 92.8%. RXN SMILES: Cl.[NH2:2][C:3]1[CH:4]=[C:5]([N:9]2[C:13]([SH:14])=[N:12][N:11]=[N:10]2)[CH:6]=[CH:7][CH:8]=1.N1C=CC=CC=1.Cl[C:22]([O:24][C:25]1[CH:30]=[CH:29][CH:28]=[CH:27][CH:26]=1)=[O:23].[Cl-].[Na+]>CN(C)C=O>[O:24]([C:22]([NH:2][C:3]1[CH:4]=[C:5]([N:9]2[C:13]([SH:14])=[N:12][N:11]=[N:10]2)[CH:6]=[CH:7][CH:8]=1)=[O:23])[C:25]1[CH:30]=[CH:29][CH:28]=[CH:27][CH:26]=1 |f:0.1,4.5|. Procedure details: After dissolving 391 g of 1-(3-aminophenyl)- 5-mercaptotetrazole hydrochloride in 800 ml of N,N-dimethylformamide in a nitrogen gas atmosphere, the mixture was cooled to a temperature below 0° C. After adding thereto 302 ml of pyridine, 294 g of phenyl chloroformate were added dropwise to the s-lution while cooling with stirring so that the liquid temperature was not over 0° C. After further stirring the mixture for one hour at a temperature below 0° C., the reaction mixture was added dropwise t...